This data is from the Open Reaction Database (ORD), a public repository of structured organic reaction records. The task is: describe an organic reaction: reactants, conditions, products, and yield The reactants are COCCO[AlH2-]OCCOC.[Na+] (Red-Al), CSC=1C=C(C(=O)O)C=CC1 (3-methylsulfanyl-benzoic acid), [OH-].[Na+] (NaOH). Run in C1(=CC=CC=C1)C (Toluene). Reaction conditions: time 3 hour. Product: CSC=1C=C(C=CC1)CO ((3-Methylsulfanyl-phenyl)-methanol). The yield is 68.3%. As a reaction SMILES: [CH3:1][S:2][C:3]1[CH:4]=[C:5]([CH:9]=[CH:10][CH:11]=1)[C:6](O)=[O:7].COCCO[AlH2-]OCCOC.[Na+].[OH-].[Na+]>C1(C)C=CC=CC=1>[CH3:1][S:2][C:3]1[CH:4]=[C:5]([CH2:6][OH:7])[CH:9]=[CH:10][CH:11]=1 |f:1.2,3.4|. Procedure details: To a suspension of 3-methylsulfanyl-benzoic acid (38 g, 0.226 mol) in Toluene (500 mL) was added 200 mL of Red-Al® dropwise at 50° C. over 30 minutes. After stirring at room temperature for 3 hours, NaOH 10% (250 mL) was added while cooling with an ice-bath and then stirred overnight. The organic layer was separated and the water layer extracted twice with toluene (2×100 mL). The combined organic layers were dried (K2CO3), concentrated and distilled under reduced pressure to give the desired pro... Starting materials: CS(=O)(=O)C1=CC=C(C=C1)N1N=CC(=C1)C=O (1-(4-methanesulfonyl-phenyl)-1H-pyrazole-4-carbaldehyde), [BH4-].[Na+] (sodium borohydride). Solvent: CO (methanol). Reaction conditions: time 30 minute. Product: CS(=O)(=O)C1=CC=C(C=C1)N1N=CC(=C1)CO ([1-(4-methanesulfonyl-phenyl)-1H-pyrazol-4-yl]-methanol). Yield: 89.2%. Reaction SMILES: [CH3:1][S:2]([C:5]1[CH:10]=[CH:9][C:8]([N:11]2[CH:15]=[C:14]([CH:16]=[O:17])[CH:13]=[N:12]2)=[CH:7][CH:6]=1)(=[O:4])=[O:3].[BH4-].[Na+]>CO>[CH3:1][S:2]([C:5]1[CH:6]=[CH:7][C:8]([N:11]2[CH:15]=[C:14]([CH2:16][OH:17])[CH:13]=[N:12]2)=[CH:9][CH:10]=1)(=[O:3])=[O:4] |f:1.2|. Procedure: To a solution of 1-(4-methanesulfonyl-phenyl)-1H-pyrazole-4-carbaldehyde (2.0 g, 8.0 mmol, 1.00 equiv) in methanol (10 mL) was added sodium borohydride (0.3 g, 8.0 mmol, 1.0 equiv) in one portion. After 30 min at rt, the reaction mixture was concentrated and the residue was partitioned between ethyl acetate and water. The organic phase was dried (sodium sulfate) and concentrated affording [1-(4-methanesulfonyl-phenyl)-1H-pyrazol-4-yl]-methanol (1.8 g). LCMS: (MH)+=253.1 (0.91 min). The reactants are COC(=O)C1=CC=C(C(C(=O)N)=C1)N (5-Methoxycarbonylanthranilamide), O=CC(Cl)(Cl)Cl (chloral). Solvent: COCCOCCOC (bis(2-methoxyethyl) ether). Product: OC(C(Cl)(Cl)Cl)NC(C=1C(N)=CC=C(C1)C(=O)OC)=O (N-(1-hydroxy-2,2,2-trichloroethyl)-5-methoxycarbonylanthranilamide). RXN SMILES: [CH3:1][O:2][C:3]([C:5]1[CH:13]=[C:9]([C:10]([NH2:12])=[O:11])[C:8]([NH2:14])=[CH:7][CH:6]=1)=[O:4].[O:15]=[CH:16][C:17]([Cl:20])([Cl:19])[Cl:18]>COCCOCCOC>[OH:15][CH:16]([NH:12][C:10](=[O:11])[C:9]1[C:8](=[CH:7][CH:6]=[C:5]([C:3]([O:2][CH3:1])=[O:4])[CH:13]=1)[NH2:14])[C:17]([Cl:20])([Cl:19])[Cl:18]. Reported procedure: 5-Methoxycarbonylanthranilamide (1.0 g.) anhydrous chloral (5 ml.) and bis(2-methoxyethyl) ether (20 ml.) were heated together on a steam bath for 20 minutes, then evaporated to dryness under reduced pressure. The residue solidified on stirring with diethyl ether, and it was filtered off and purified by chromatography on silica gel (250 g.). The column was eluted with a mixture of ethyl formate and toluene (7:3 by volume), and 50 ml. fractions were collected. Fractions 10 to 13 were combined and... Reactants: OCN1C(C=2C(C1=O)=CC=CC2)=O (N-hydroxymethyl phthalimide), C(C)(=O)OC(C)=O (acetic acid anhydride), C=CC1=CC=CC=C1 (styrene), C(=C)C1=C(C=CC=C1)C=C (divinyl benzene). Run in ClC(C)Cl (dichlorethane). Run at temperature 60 celsius. Yields the product C=CC1=CC=CC=C1 (styrene), C(=C)C1=C(C=CC=C1)C=C (divinyl benzene), CCCCCCCCCC(C)C (isododecane). Reaction SMILES: OCN1[C:7](=O)[C:6]2=[CH:9][CH:10]=[CH:11][CH:12]=[C:5]2[C:4]1=O.[C:14](OC(=O)C)(=O)C.[CH2:21]=[CH:22][C:23]1[CH:28]=[CH:27][CH:26]=[CH:25][CH:24]=1.[CH:29]([C:31]1[CH:36]=[CH:35][CH:34]=[CH:33][C:32]=1[CH:37]=[CH2:38])=[CH2:30]>ClC(Cl)C>[CH2:21]=[CH:22][C:23]1[CH:28]=[CH:27][CH:26]=[CH:25][CH:24]=1.[CH:29]([C:31]1[CH:36]=[CH:35][CH:34]=[CH:33][C:32]=1[CH:37]=[CH2:38])=[CH2:30].[CH3:21][CH2:22][CH2:23][CH2:7][CH2:6][CH2:9][CH2:10][CH2:11][CH2:12][CH:5]([CH3:4])[CH3:14]. Procedure details: 354 g of N-hydroxymethyl phthalimide, dissolved in 1200 g of dichlorethane, are heated for 5 hours to reflux temperature with 227 g of acetic acid anhydride. After cooling to 60° C, 150 g of a macroporous styrene polymer crosslinked with 8 % of divinyl benzene (obtained by the bead polymerisation of styrene and divinyl benzene in the presence of 60 % by weight of isododecane, based on the sum total of monomers) are swollen in this solution over a period of 30 minutes. The mixture is then heated ...